Task: describe an organic reaction: reactants, conditions, products, and yield. Dataset: the Open Reaction Database (ORD), a public repository of structured organic reaction records Reactants: C(#N)C1=C(C=C(C=C1)N(CC(=O)OC)CC(F)(F)F)C(F)(F)F (methyl N-[4-cyano-3-(trifluoromethyl)phenyl]-N-(2,2,2-trifluoroethyl)glycinate), [Li+].[BH4-] (LiBH4), solution. The solvent is C1CCOC1 (THF), C1CCOC1 (THF). Conditions: time 19 hour. The product is OCCN(C1=CC(=C(C#N)C=C1)C(F)(F)F)CC(F)(F)F (4-[(2-Hydroxyethyl)(2,2,2-trifluoroethyl)amino]-2-(trifluoromethyl)benzonitrile). Yield: 79.6%. As a reaction SMILES: [C:1]([C:3]1[CH:8]=[CH:7][C:6]([N:9]([CH2:15][C:16]([F:19])([F:18])[F:17])[CH2:10][C:11](OC)=[O:12])=[CH:5][C:4]=1[C:20]([F:23])([F:22])[F:21])#[N:2].[Li+].[BH4-]>C1COCC1>[OH:12][CH2:11][CH2:10][N:9]([CH2:15][C:16]([F:17])([F:18])[F:19])[C:6]1[CH:7]=[CH:8][C:3]([C:1]#[N:2])=[C:4]([C:20]([F:22])([F:23])[F:21])[CH:5]=1 |f:1.2|. Procedure: To a solution of methyl N-[4-cyano-3-(trifluoromethyl)phenyl]-N-(2,2,2-trifluoroethyl)glycinate (1.67 g, 4.91 mmol) in THF (17 mL) at 0° C. was added a solution of LiBH4 in THF (4.91 mL of a 2 M solution, 9.82 mmol), dropwise over 5 min. The cooling bath was removed, and the mixture was stirred 19 h at rt. The mixture was cooled to 0° C., quenched by dropwise addition of sat'd NH4Cl and poured into water. The whole was extracted with EtOAc (×3). Combined organic portions were washed (water, brin... Starting materials: [BH4-], CO, Cc1cnc2c(c1)C(=O)CC(C)(C)C2, [Na+]. Yields the product Cc1cnc2c(c1)C(O)CC(C)(C)C2. Reaction SMILES: [BH4-:15].[CH3:17][OH:18].[CH3:1][c:2]1[cH:3][n:4][c:5]2[c:10]([cH:11]1)[C:9](=[O:12])[CH2:8][C:7]([CH3:13])([CH3:14])[CH2:6]2.[Na+:16]>>[CH3:1][c:2]1[cH:3][n:4][c:5]2[c:10]([cH:11]1)[CH:9]([OH:12])[CH2:8][C:7]([CH3:13])([CH3:14])[CH2:6]2. Reactants: Br.OC=1C=CC=C2CCN(C(C12)C1=CC(=C(C=C1)O)O)C (8-hydroxy-1-(3,4-dihydroxyphenyl)-2-methyl-1,2,3,4-tetrahydroisoquinoline hydrobromide), C(C)(=O)Br (acetyl bromide). The solvent is FC(C(=O)O)(F)F (trifluoroacetic acid). Yields the product Br.C(C)(=O)OC=1C=CC=C2CCN(C(C12)C1=CC(=C(C=C1)OC(C)=O)OC(C)=O)C (8-acetoxy-1-(3,4-diacetoxyphenyl)-2-methyl-1,2,3,4-tetrahydroisoquinoline hydrobromide). Reaction SMILES: Br.[OH:2][C:3]1[CH:4]=[CH:5][CH:6]=[C:7]2[C:12]=1[CH:11]([C:13]1[CH:18]=[CH:17][C:16]([OH:19])=[C:15]([OH:20])[CH:14]=1)[N:10]([CH3:21])[CH2:9][CH2:8]2.[C:22]([Br:25])(=[O:24])[CH3:23]>FC(F)(F)C(O)=O>[BrH:25].[C:22]([O:2][C:3]1[CH:4]=[CH:5][CH:6]=[C:7]2[C:12]=1[CH:11]([C:13]1[CH:18]=[CH:17][C:16]([O:19][C:3](=[O:2])[CH3:12])=[C:15]([O:20][C:16](=[O:19])[CH3:15])[CH:14]=1)[N:10]([CH3:21])[CH2:9][CH2:8]2)(=[O:24])[CH3:23] |f:0.1,4.5|. Procedure: A mixture of 1.0 g of 8-hydroxy-1-(3,4-dihydroxyphenyl)-2-methyl-1,2,3,4-tetrahydroisoquinoline hydrobromide prepared as in Example 4 above and 200 ml of trifluoroacetic acid is mixed with 1.3 ml of acetyl bromide. After heating at reflux for 2 hours, the mixture is evaporated to dryness. The residue is purified by recrystallization to give 8-acetoxy-1-(3,4-diacetoxyphenyl)-2-methyl-1,2,3,4-tetrahydroisoquinoline hydrobromide. Similarly isobutyryloxy, propionyloxy, isovaleryloxy, n-butylryloxy a...